This data is from the Open Reaction Database (ORD), a public repository of structured organic reaction records. The task is: describe an organic reaction: reactants, conditions, products, and yield The reactants are CC(C)S(=O)(=O)NC1Cc2ccc(Br)cc2C1, O=C([O-])[O-], Cc1ncccc1O, CN(C)CC(=O)O, CS(C)=O, CCOC(C)=O, [Cs+], [Cs+]. The product is Cc1ncccc1Oc1ccc2c(c1)CC(NS(=O)(=O)C(C)C)C2. RXN SMILES: [Br:15][c:16]1[cH:17][c:18]2[c:22]([cH:23][cH:24]1)[CH2:21][CH:20]([NH:25][S:26](=[O:27])(=[O:28])[CH:29]([CH3:30])[CH3:31])[CH2:19]2.[C:9](=[O:10])([O-:11])[O-:12].[CH3:1][c:2]1[n:3][cH:4][cH:5][cH:6][c:7]1[OH:8].[CH3:32][N:33]([CH2:34][C:35](=[O:36])[OH:37])[CH3:38].[CH3:39][S:40](=[O:41])[CH3:42].[CH3:43][CH2:44][O:45][C:46](=[O:47])[CH3:48].[Cs+:13].[Cs+:14]>>[CH3:1][c:2]1[n:3][cH:4][cH:5][cH:6][c:7]1[O:8][c:16]1[cH:17][c:18]2[c:22]([cH:23][cH:24]1)[CH2:21][CH:20]([NH:25][S:26](=[O:27])(=[O:28])[CH:29]([CH3:30])[CH3:31])[CH2:19]2. Starting materials: N(O)=C(C(=O)OCC)C#N (ethyl α-oximinocyanoacetate), Cl.C(CCCCCCCCC)OC1=C(C(=N)N)C=CC=C1 (2-decyloxybenzamidine hydrochloride), [Na] (Sodium). Solvent: CO (methanol). Conditions: time 4 hour. Yields the product NC=1N=C(NC(C1N=O)=O)C1=C(C=CC=C1)OCCCCCCCCCC (4-amino-2-(2-decyloxyphenyl)-5-nitrosopyrimid-6-one). RXN SMILES: [Na].[N:2](=[C:4]([C:10]#[N:11])[C:5](OCC)=[O:6])[OH:3].Cl.[CH2:13]([O:23][C:24]1[CH:32]=[CH:31][CH:30]=[CH:29][C:25]=1[C:26]([NH2:28])=[NH:27])[CH2:14][CH2:15][CH2:16][CH2:17][CH2:18][CH2:19][CH2:20][CH2:21][CH3:22]>CO>[NH2:11][C:10]1[N:27]=[C:26]([C:25]2[CH:29]=[CH:30][CH:31]=[CH:32][C:24]=2[O:23][CH2:13][CH2:14][CH2:15][CH2:16][CH2:17][CH2:18][CH2:19][CH2:20][CH2:21][CH3:22])[NH:28][C:5](=[O:6])[C:4]=1[N:2]=[O:3] |f:2.3,^1:0|. Procedure: Sodium (7.35 g.) was dissolved in anhydrous methanol (130 ml.), treated with ethyl α-oximinocyanoacetate (11.4 g.) and 2-decyloxybenzamidine hydrochloride (25 g.) and heated to reflux, with stirring, for 4 hours. The mixture was allowed to stand at room temperature overnight and the solid which separated was filtered off, washed with water and dried at 75° C. to give the crude sodium salt of 4-amino-2-(2-decyloxyphenyl)-5-nitrosopyrimid-6-one, pure enough for use in the next stage of the prepara... The reactants are CN(C(C1=CN=C(C=C1)NC(CC(C)C)C1=CC=C(C=C1)C1=CC=C(C=C1)C(F)(F)F)=O)CCC(=O)OC(C)(C)C (tert-butyl 3-(N-methyl-6-((3-methyl-1-(4′-(trifluoromethyl)-[1,1′-biphenyl]-4-yl)butyl)amino)nicotinamido)propanoate), C(=O)(C(F)(F)F)O.C(Cl)Cl (TFA DCM), [OH-].[Na+] (NaOH), C(=O)=O.CO (CO2 methanol), FC(C1=CC=C(C=C1)C1=NC=C(C=N1)NC(CCC)C1=CC=C(C(=O)NCCC(=O)O)C=C1)(F)F (3-(4-(1-(2-(4-(trifluoromethyl)phenyl)pyrimidin-5-ylamino)butyl)benzamido)propanoic acid). Run in O (Water). The product is CN(C(C1=CN=C(C=C1)NC(CC(C)C)C1=CC=C(C=C1)C1=CC=C(C=C1)C(F)(F)F)=O)CCC(=O)O (3-(N-methyl-6-((3-methyl-1-(4′-(trifluoromethyl)-[1,1′-biphenyl]-4-yl)butyl)amino)nicotinamido)propanoic acid). Yield: 88.2%. Reaction SMILES: [CH3:1][N:2]([CH2:33][CH2:34][C:35]([O:37]C(C)(C)C)=[O:36])[C:3](=[O:32])[C:4]1[CH:9]=[CH:8][C:7]([NH:10][CH:11]([C:16]2[CH:21]=[CH:20][C:19]([C:22]3[CH:27]=[CH:26][C:25]([C:28]([F:31])([F:30])[F:29])=[CH:24][CH:23]=3)=[CH:18][CH:17]=2)[CH2:12][CH:13]([CH3:15])[CH3:14])=[N:6][CH:5]=1.C(=O)=O.CO.FC(F)(F)C1C=CC(C2N=CC(NC(C3C=CC(C(NCCC(O)=O)=O)=CC=3)CCC)=CN=2)=CC=1.C(O)(C(F)(F)F)=O.C(Cl)Cl.[OH-].[Na+]>O>[CH3:1][N:2]([CH2:33][CH2:34][C:35]([OH:37])=[O:36])[C:3](=[O:32])[C:4]1[CH:9]=[CH:8][C:7]([NH:10][CH:11]([C:16]2[CH:21]=[CH:20][C:19]([C:22]3[CH:23]=[CH:24][C:25]([C:28]([F:29])([F:30])[F:31])=[CH:26][CH:27]=3)=[CH:18][CH:17]=2)[CH2:12][CH:13]([CH3:15])[CH3:14])=[N:6][CH:5]=1 |f:1.2,4.5,6.7|. Procedure: The title compound is obtained by a method analogous to the one described for example 1.23 except tert-butyl 3-(N-methyl-6-((3-methyl-1-(4′-(trifluoromethyl)-[1,1′-biphenyl]-4-yl)butyl)amino)nicotinamido)propanoate used in the synthesis was resolved by chiral chromatography; Column: Chiralpak AD-H. Dimensions: 10 mm×250 cm. Mobile Phase: 65/35 CO2/methanol. Flow Rate: 10 mL/min. Modifier: none. Retention time: 4.23 min (peak 1), 6.81 min. (peak 2; >99% ee). Peak 2 (1.15 g, 2.02 mmol) was then de... Product: C1(CC1)NCC1=C(C=NC=C1)N1C(C2=CC(=CC=C2CC1)C(F)(F)F)=O (2-(4-((cyclopropylamino)methyl)pyridin-3-yl)-7-(trifluoromethyl)-3,4-dihydroisoquinolin-1(2H)-one). Starting materials: CO (methanol), C1(CC1)N (Cyclopropanamine), O=C1N(CCC2=CC=C(C=C12)C(F)(F)F)C1=C(C=O)C=CN=C1 (3-(1-oxo-7-(trifluoromethyl)-3,4-dihydroisoquinolin-2(1H)-yl)isonicotinaldehyde), NaBH(OCH3)3, C(=O)(O)[O-].[Na+] (NaHCO3). Reaction SMILES: [CH:1]1([NH2:4])[CH2:3][CH2:2]1.[O:5]=[C:6]1[C:15]2[C:10](=[CH:11][CH:12]=[C:13]([C:16]([F:19])([F:18])[F:17])[CH:14]=2)[CH2:9][CH2:8][N:7]1[C:20]1[CH:27]=[N:26][CH:25]=[CH:24][C:21]=1[CH:22]=O.CO.C([O-])(O)=O.[Na+]>C(O)(=O)C.C(Cl)(Cl)Cl>[CH:1]1([NH:4][CH2:22][C:21]2[CH:24]=[CH:25][N:26]=[CH:27][C:20]=2[N:7]2[CH2:8][CH2:9][C:10]3[C:15](=[CH:14][C:13]([C:16]([F:19])([F:18])[F:17])=[CH:12][CH:11]=3)[C:6]2=[O:5])[CH2:3][CH2:2]1 |f:3.4|. Procedure details: Cyclopropanamine (25.8 μL, 0.3737 mmol) was added to a stirred solution of 3-(1-oxo-7-(trifluoromethyl)-3,4-dihydroisoquinolin-2(1H)-yl)isonicotinaldehyde (I-53c: 100 mg, 0.3114 mmol) in acetic acid (5 mL) and resulting reaction mixture was stirred for 4 hours at room temperature. The reaction mass was cooled to 0° C. and added NaBH(OCH3)3 (99 mg, 0.4674 mmol). The resulting reaction mass was stirred for 12 hours at room temperature. The reaction was monitored by TLC (10% methanol in CHCl3). The... The solvent is C(Cl)(Cl)Cl (CHCl3), C(C)(=O)O (acetic acid). Conditions: time 4 hour. Isolated yield 22.2%. Reactants: C(C)(=O)Cl (acetyl chloride), FC1=C(C(=CC(=C1)[C@@H]1CC[C@H](CC1)CCCCC)F)O (2,6-difluoro-4-(trans-4-pentylcyclohexyl)-phenol), N1=CC=CC=C1 (pyridine). Run in C1(=CC=CC=C1)C (toluene). Product: C(C)(=O)OC1=C(C=C(C=C1F)[C@@H]1CC[C@H](CC1)CCCCC)F (2,6-difluoro-4-(trans-4-pentylcyclohexyl)-phenyl acetate). Reaction SMILES: [C:1](Cl)(=[O:3])[CH3:2].[F:5][C:6]1[CH:11]=[C:10]([C@H:12]2[CH2:17][CH2:16][C@H:15]([CH2:18][CH2:19][CH2:20][CH2:21][CH3:22])[CH2:14][CH2:13]2)[CH:9]=[C:8]([F:23])[C:7]=1[OH:24].N1C=CC=CC=1>C1(C)C=CC=CC=1>[C:1]([O:24][C:7]1[C:6]([F:5])=[CH:11][C:10]([C@H:12]2[CH2:13][CH2:14][C@H:15]([CH2:18][CH2:19][CH2:20][CH2:21][CH3:22])[CH2:16][CH2:17]2)=[CH:9][C:8]=1[F:23])(=[O:3])[CH3:2]. Procedure: 8 g of acetyl chloride is added to a solution of 28.2 g of 2,6-difluoro-4-(trans-4-pentylcyclohexyl)-phenol and 20 ml of pyridine in 300 ml of toluene, and the mixture is heated at 80° for 1 hour. Cooling and working up in the usual manner gives 2,6-difluoro-4-(trans-4-pentylcyclohexyl)-phenyl acetate. Starting materials: BrC1=C(C(=C(N)C(=C1F)F)F)F (4-bromo-2,3,5,6-tetrafluoroaniline), C(C)SC=1C=C(C=CC1)B(O)O (3-(ethylthio)phenylboronic acid). The product is C(C)SC=1C=C(C=CC1)C1=C(C(=C(C(=C1F)F)N)F)F (3′-(ethylthio)-2,3,5,6-tetrafluorobiphenyl-4-amine). The yield is 76.2%. Reaction SMILES: Br[C:2]1[C:8]([F:9])=[C:7]([F:10])[C:5]([NH2:6])=[C:4]([F:11])[C:3]=1[F:12].[CH2:13]([S:15][C:16]1[CH:17]=[C:18](B(O)O)[CH:19]=[CH:20][CH:21]=1)[CH3:14]>>[CH2:13]([S:15][C:16]1[CH:21]=[C:20]([C:2]2[C:8]([F:9])=[C:7]([F:10])[C:5]([NH2:6])=[C:4]([F:11])[C:3]=2[F:12])[CH:19]=[CH:18][CH:17]=1)[CH3:14]. Procedure: The title compound (280 mg) was prepared from 4-bromo-2,3,5,6-tetrafluoroaniline (300 mg, 1.22 mmol) and 3-(ethylthio)phenylboronic acid (291 mg, 1.6 mmol) as a colourless liquid. Starting materials: Cc1sc(NC(=O)OC(C)(C)C)nc1-c1c2c(=O)n(C)c(=O)n(CC3CC3)c2nn1Cc1ccnc2ccc(Cl)cc12, ClCCl, O=C(O)C(F)(F)F. Product: Cc1sc(N)nc1-c1c2c(=O)n(C)c(=O)n(CC3CC3)c2nn1Cc1ccnc2ccc(Cl)cc12. RXN SMILES: [Cl:1][c:2]1[cH:3][c:4]2[c:5]([CH2:12][n:13]3[n:14][c:15]4[n:16]([CH2:39][CH:40]5[CH2:41][CH2:42]5)[c:17](=[O:38])[n:18]([CH3:37])[c:19](=[O:36])[c:20]4[c:21]3-[c:22]3[n:23][c:24]([NH:28][C:29](=[O:30])[O:31][C:32]([CH3:33])([CH3:34])[CH3:35])[s:25][c:26]3[CH3:27])[cH:6][cH:7][n:8][c:9]2[cH:10][cH:11]1.[Cl:50][CH2:51][Cl:52].[F:43][C:44]([F:45])([F:46])[C:47]([OH:48])=[O:49]>>[Cl:1][c:2]1[cH:3][c:4]2[c:5]([CH2:12][n:13]3[n:14][c:15]4[n:16]([CH2:39][CH:40]5[CH2:41][CH2:42]5)[c:17](=[O:38])[n:18]([CH3:37])[c:19](=[O:36])[c:20]4[c:21]3-[c:22]3[n:23][c:24]([NH2:28])[s:25][c:26]3[CH3:27])[cH:6][cH:7][n:8][c:9]2[cH:10][cH:11]1. Starting materials: [OH-].[Na+] (sodium hydroxide), C(C)(=O)NC1=C2C(=C(N(C2=CC=C1)CC(=O)OCC)C)SC1=CC=C(C=C1)Cl ([4-acetylamino-3-(4-chlorophenylsulfanyl)-2-methyl-1H-indol-1-yl]acetic acid, ethyl ester). Solvent: C(CC)O (1-propanol). Reaction conditions: temperature 68 celsius. Yields the product C(C)(=O)NC1=C2C(=C(N(C2=CC=C1)CC(=O)O)C)SC1=CC=C(C=C1)Cl ([4-acetylamino-3-(4-chlorophenylsulfanyl)-2-methyl-1H-indol-1-yl]acetic acid). As a reaction SMILES: [OH-].[Na+].[C:3]([NH:6][C:7]1[CH:15]=[CH:14][CH:13]=[C:12]2[C:8]=1[C:9]([S:23][C:24]1[CH:29]=[CH:28][C:27]([Cl:30])=[CH:26][CH:25]=1)=[C:10]([CH3:22])[N:11]2[CH2:16][C:17]([O:19]CC)=[O:18])(=[O:5])[CH3:4]>C(O)CC>[C:3]([NH:6][C:7]1[CH:15]=[CH:14][CH:13]=[C:12]2[C:8]=1[C:9]([S:23][C:24]1[CH:25]=[CH:26][C:27]([Cl:30])=[CH:28][CH:29]=1)=[C:10]([CH3:22])[N:11]2[CH2:16][C:17]([OH:19])=[O:18])(=[O:5])[CH3:4] |f:0.1|. Procedure: Aqueous sodium hydroxide (1 M, 11.7 kg) was added to a solution of [4-acetylamino-3-(4-chlorophenylsulfanyl)-2-methyl-1H-indol-1-yl]acetic acid, ethyl ester (2.20 kg, 5.28 mol) in 1-propanol (8.2 kg) and the mixture heated to 68° C. After cooling to 40° C., the solution was filtered, the filter rinsed with water (1 kg) then methyl isobutyl ketone (17.8 kg) was added to the filtrate, which was re-heated to 80° C. Aqueous hydrochloric acid (1 M, 12.2 kg) was added over a period of 90 minutes then ... The reactants are CCOC(C)=O, CCCCCC, CCOC(=O)C1CCCC1C(C)=CCc1c(O)c2c(c(C)c1OC)COC2=O. Product: COc1c(C)c2c(c(O)c1CC=C(C)C1CCCC1C(=O)O)C(=O)OC2. As a reaction SMILES: [C:29]([O:30][CH2:31][CH3:32])(=[O:33])[CH3:34].[CH3:35][CH2:36][CH2:37][CH2:38][CH2:39][CH3:40].[OH:1][c:2]1[c:3]2[c:7]([c:8]([CH3:27])[c:9]([O:25][CH3:26])[c:10]1[CH2:11][CH:12]=[C:13]([CH3:14])[CH:15]1[CH:16]([C:20](=[O:21])[O:22][CH2:23][CH3:24])[CH2:17][CH2:18][CH2:19]1)[CH2:6][O:5][C:4]2=[O:28]>>[OH:1][c:2]1[c:3]2[c:7]([c:8]([CH3:27])[c:9]([O:25][CH3:26])[c:10]1[CH2:11][CH:12]=[C:13]([CH3:14])[CH:15]1[CH:16]([C:20](=[O:21])[OH:22])[CH2:17][CH2:18][CH2:19]1)[CH2:6][O:5][C:4]2=[O:28]. Reactants: ClC1=CC=C(C(N)=NO)C=C1 (4-chloro-N′-hydroxybenzimidamide), [H-].[Na+] (sodium hydride), ClC1=C(C(=CC=C1)F)C1=NN(C(N1)=O)C1=CC(=C(C(=O)OC)C=C1)OC (methyl 4-(3-(2-chloro-6-fluorophenyl)-5-oxo-4,5-dihydro-1H-1,2,4-triazol-1-yl)-2-methoxybenzoate). Run in C1(=CC=CC=C1)C (toluene). The product is ClC1=C(C(=CC=C1)F)C1=NN(C(N1)=O)C1=CC(=C(C=C1)C1=NC(=NO1)C1=CC=C(C=C1)Cl)OC (3-(2-Chloro-6-fluorophenyl)-1-(4-(3-(4-chlorophenyl)-1,2,4-oxadiazol-5-yl)-3-methoxyphenyl)-1H-1,2,4-triazol-5(4H)-one). Yield: 11.6%. RXN SMILES: [Cl:1][C:2]1[CH:11]=[CH:10][C:5]([C:6](=[N:8][OH:9])[NH2:7])=[CH:4][CH:3]=1.[H-].[Na+].[Cl:14][C:15]1[CH:20]=[CH:19][CH:18]=[C:17]([F:21])[C:16]=1[C:22]1[NH:26][C:25](=[O:27])[N:24]([C:28]2[CH:37]=[CH:36][C:31]([C:32](OC)=O)=[C:30]([O:38][CH3:39])[CH:29]=2)[N:23]=1>C1(C)C=CC=CC=1>[Cl:14][C:15]1[CH:20]=[CH:19][CH:18]=[C:17]([F:21])[C:16]=1[C:22]1[NH:26][C:25](=[O:27])[N:24]([C:28]2[CH:37]=[CH:36][C:31]([C:32]3[O:9][N:8]=[C:6]([C:5]4[CH:10]=[CH:11][C:2]([Cl:1])=[CH:3][CH:4]=4)[N:7]=3)=[C:30]([O:38][CH3:39])[CH:29]=2)[N:23]=1 |f:1.2|. Procedure details: To a solution of 4-chloro-N′-hydroxybenzimidamide (Intermediate-19, 0.069 g, 0.39 mmol) in dry toluene was added sodium hydride (0.016 g, 0.39 mmol). The reaction mixture was refluxed for 30 minutes followed by addition of methyl 4-(3-(2-chloro-6-fluorophenyl)-5-oxo-4,5-dihydro-1H-1,2,4-triazol-1-yl)-2-methoxybenzoate (step-2 of Intermediate-15, 0.100 g, 0.26 mmol). The reaction mixture was refluxed for 5-6 h. The reaction mixture was quenched in water and extracted with ethyl acetate. The organ...